Dataset: the Open Reaction Database (ORD), a public repository of structured organic reaction records. Task: describe an organic reaction: reactants, conditions, products, and yield Reactants: CN1C=NC(=C1)C1=CC=CC=C1 (1-methyl-4-phenylimidazole), Heterocycles, C(C1=CC=CC=C1)Br (benzyl bromide). Solvent: C1(=CC=CC=C1)C (toluene). The product is [Br-].C(C1=CC=CC=C1)N1C=[N+](C=C1C1=CC=CC=C1)C (3-benzyl-1-methyl-4-phenylimidazolium bromide). The yield is 75.1%. As a reaction SMILES: [CH3:1][N:2]1[CH:6]=[C:5]([C:7]2[CH:12]=[CH:11][CH:10]=[CH:9][CH:8]=2)[N:4]=[CH:3]1.[CH2:13]([Br:20])[C:14]1[CH:19]=[CH:18][CH:17]=[CH:16][CH:15]=1>C1(C)C=CC=CC=1>[Br-:20].[CH2:13]([N:4]1[C:5]([C:7]2[CH:8]=[CH:9][CH:10]=[CH:11][CH:12]=2)=[CH:6][N+:2]([CH3:1])=[CH:3]1)[C:14]1[CH:19]=[CH:18][CH:17]=[CH:16][CH:15]=1 |f:3.4|. Procedure: In a 25 ml one-necked flask, there is dissolved 0.320 g (2.023 mmol) of 1-methyl-4-phenylimidazole, which was obtained according to P. Benjes et al., Heterocycles (1994), 37(2), 735-38, in 10 ml of toluene and then 0.36 ml (3.035 mmol) of benzyl bromide is added. After 5 days of heating under reflux, the reaction medium is concentrated under reduced pressure. The residue is taken up in 50 ml of diisopropyl ether. The precipitate formed is drained, washed twice with 5 ml of diisopropyl ether, and... Starting materials: C1(CC1)CN1CCC(CC1)C(=O)N1CC(C(C1)NC)C1=CC(=C(C=C1)Cl)Cl ((1-cyclopropylmethyl-piperidin-4-yl)-[(3SR,4RS)-3-(3,4-dichloro-phenyl)-4-methylamino-pyrrolidin-1-yl]-methanone), C1(CCCC1)CC(=O)Cl (cyclopentylacetyl chloride). The product is C1(CCCC1)CC(=O)N(C)C1CN(CC1C1=CC(=C(C=C1)Cl)Cl)C(=O)C1CCN(CC1)CC1CC1 (2-cyclopentyl-N-[(3RS,4SR)-1-(1-cyclopropylmethyl-piperidine-4-carbonyl)-4-(3,4-dichloro-phenyl)-pyrrolidin-3-yl]-N-methyl-acetamide). RXN SMILES: [CH:1]1([CH2:4][N:5]2[CH2:10][CH2:9][CH:8]([C:11]([N:13]3[CH2:17][CH:16]([NH:18][CH3:19])[CH:15]([C:20]4[CH:25]=[CH:24][C:23]([Cl:26])=[C:22]([Cl:27])[CH:21]=4)[CH2:14]3)=[O:12])[CH2:7][CH2:6]2)[CH2:3][CH2:2]1.[CH:28]1([CH2:33][C:34](Cl)=[O:35])[CH2:32][CH2:31][CH2:30][CH2:29]1>>[CH:28]1([CH2:33][C:34]([N:18]([CH:16]2[CH:15]([C:20]3[CH:25]=[CH:24][C:23]([Cl:26])=[C:22]([Cl:27])[CH:21]=3)[CH2:14][N:13]([C:11]([CH:8]3[CH2:9][CH2:10][N:5]([CH2:4][CH:1]4[CH2:3][CH2:2]4)[CH2:6][CH2:7]3)=[O:12])[CH2:17]2)[CH3:19])=[O:35])[CH2:32][CH2:31][CH2:30][CH2:29]1. Procedure details: In analogy to the procedure described for the synthesis of example 88, the title compound 2-cyclopentyl-N-[(3RS,4SR)-1-(1-cyclopropylmethyl-piperidine-4-carbonyl)-4-(3,4-dichloro-phenyl)-pyrrolidin-3-yl]-N-methyl-acetamide was prepared from (1-cyclopropylmethyl-piperidin-4-yl)-[(3SR,4RS)-3-(3,4-dichloro-phenyl)-4-methylamino-pyrrolidin-1-yl]-methanone instead of N-[(3RS,4SR)-4-(4-chloro-phenyl)-pyrrolidin-3-yl]-4-methoxy-N-methyl-3-trifluoromethyl-benzamide using cyclopentylacetyl chloride inste... RXN SMILES: [OH:1][CH2:2][CH2:3][O:4][C:5]1[CH:10]=[CH:9][C:8]([CH:11]2[CH2:16][CH2:15][N:14]([C:17]([O:19][C:20]([CH3:23])([CH3:22])[CH3:21])=[O:18])[CH2:13][CH:12]2[O:24][CH2:25][C:26]2[CH:35]=[CH:34][C:33]3[C:28](=[CH:29][CH:30]=[CH:31][CH:32]=3)[CH:27]=2)=[CH:7][CH:6]=1.Cl[CH2:37][C:38]1[CH:43]=[CH:42][CH:41]=[CH:40][N:39]=1>>[CH:27]1[C:28]2[C:33](=[CH:32][CH:31]=[CH:30][CH:29]=2)[CH:34]=[CH:35][C:26]=1[CH2:25][O:24][CH:12]1[CH:11]([C:8]2[CH:9]=[CH:10][C:5]([O:4][CH2:3][CH2:2][O:1][CH2:37][C:38]3[CH:43]=[CH:42][CH:41]=[CH:40][N:39]=3)=[CH:6][CH:7]=2)[CH2:16][CH2:15][N:14]([C:17]([O:19][C:20]([CH3:23])([CH3:21])[CH3:22])=[O:18])[CH2:13]1. Reported procedure: In an analogous manner to that described in Example 1 (g), by alkylating tert-butyl (3RS,4RS)-4-[4-(2-hydroxy-ethoxy)-phenyl]-3-(naphthalen-2-ylmethoxy)-piperidine-1-carboxylate [Example 53 (c)] with 2-chloromethyl-pyridine there was obtained tert-butyl (3RS,4RS)-3-(naphthalen-2-ylmethoxy)-4-{4-[2-(pyridin-2-ylmethoxy)-ethoxy]-phenyl}-piperidine-1-carboxylate as a colourless oil. Yields the product C1=C(C=CC2=CC=CC=C12)COC1CN(CCC1C1=CC=C(C=C1)OCCOCC1=NC=CC=C1)C(=O)OC(C)(C)C (tert-butyl (3RS,4RS)-3-(naphthalen-2-ylmethoxy)-4-{4-[2-(pyridin-2-ylmethoxy)-ethoxy]-phenyl}-piperidine-1-carboxylate). Starting materials: Example 1 ( g ), ClCC1=NC=CC=C1 (2-chloromethyl-pyridine), OCCOC1=CC=C(C=C1)C1C(CN(CC1)C(=O)OC(C)(C)C)OCC1=CC2=CC=CC=C2C=C1 (tert-butyl (3RS,4RS)-4-[4-(2-hydroxy-ethoxy)-phenyl]-3-(naphthalen-2-ylmethoxy)-piperidine-1-carboxylate), Example 53 ( c ). The reactants are CC1=NC(=CC=C1)O (2-methyl-6-hydroxypyridine), O1CCCC1 (tetrahydrofuran), [Cl-].[NH4+] (ammonium chloride), C(C)(C)N=CC (1-isopropyliminoethane). Solvent: C(CCC)[Li] (n-butyllithium), CCCCCC (hexane). Product: OC1=CC=CC(=N1)C(CNC(C)C)C (N-[2-(6-hydroxy-2-pyridyl)propyl]-isopropylamine), Formula II. RXN SMILES: [CH3:1][C:2]1[CH:7]=[CH:6][CH:5]=[C:4]([OH:8])[N:3]=1.[CH:9]([N:12]=[CH:13]C)([CH3:11])[CH3:10].[Cl-].[NH4+].O1CCC[CH2:18]1>C([Li])CCC.CCCCCC>[OH:8][C:4]1[N:3]=[C:2]([CH:1]([CH3:18])[CH2:13][NH:12][CH:9]([CH3:11])[CH3:10])[CH:7]=[CH:6][CH:5]=1 |f:2.3|. Procedure: To the solution of 10.9 g of 2-methyl-6-hydroxypyridine in 400 ml of tetrahydrofuran, 88 ml of 2.5 molar n-butyllithium in hexane are added dropwise while stirring under nitrogen at 0°. After 2 hours 10.2 g of 1-isopropyliminoethane are added rapidly and the mixture stirred for 2 hours at 0°. It is poured into 200 ml of saturated aqueous ammonium chloride, the organic layer separated and the aqueous solution extracted 4 times with 150 ml of methylene chloride. The combined organic solutions are ... Reactants: C=CCN, Cc1ccccc1, COCC(Cl)C=O. The product is C=CCNC(C=O)COC. As a reaction SMILES: [CH2:8]([CH:9]=[CH2:10])[NH2:11].[CH3:12][c:13]1[cH:14][cH:15][cH:16][cH:17][cH:18]1.[Cl:1][CH:2]([CH:3]=[O:4])[CH2:5][O:6][CH3:7]>>[CH:2]([CH:3]=[O:4])([CH2:5][O:6][CH3:7])[NH:11][CH2:8][CH:9]=[CH2:10]. Starting materials: Cc1ccccc1, CCOC(C)=O, C1CCC2=NCCCN2CC1, CC(I)=CCC(O)C(C)=Cc1csc(C)n1, [N-]=[N+]=NP(=O)(c1ccccc1)c1ccccc1. Yields the product CC(I)=CCC(N=[N+]=[N-])C(C)=Cc1csc(C)n1. As a reaction SMILES: [CH3:45][c:46]1[cH:47][cH:48][cH:49][cH:50][cH:51]1.[CH3:52][CH2:53][O:54][C:55](=[O:56])[CH3:57].[N:34]12[CH2:35][CH2:36][CH2:37][N:38]=[C:39]1[CH2:40][CH2:41][CH2:42][CH2:43][CH2:44]2.[OH:1][CH:2]([CH2:3][CH:4]=[C:5]([CH3:6])[I:7])[C:8](=[CH:9][c:10]1[n:11][c:12]([CH3:15])[s:13][cH:14]1)[CH3:16].[c:17]1([P:18]([c:19]2[cH:20][cH:21][cH:22][cH:23][cH:24]2)(=[O:25])[N:31]=[N+:32]=[N-:33])[cH:26][cH:27][cH:28][cH:29][cH:30]1>>[CH:2]([CH2:3][CH:4]=[C:5]([CH3:6])[I:7])([C:8](=[CH:9][c:10]1[n:11][c:12]([CH3:15])[s:13][cH:14]1)[CH3:16])[N:31]=[N+:32]=[N-:33]. Reactants: CC(=CSc1ccccc1)C(=O)Nc1ccccc1, Cc1ccccc1, CN(C)C=O, ClP(Cl)(Cl)(Cl)Cl, [Na], Sc1ccccc1. Yields the product CC(=CSc1ccccc1)C(=Nc1ccccc1)Sc1ccccc1. Reaction SMILES: [CH3:1][C:2]([C:3](=[O:4])[NH:5][c:6]1[cH:7][cH:8][cH:9][cH:10][cH:11]1)=[CH:12][S:13][c:14]1[cH:15][cH:16][cH:17][cH:18][cH:19]1.[CH3:34][c:35]1[cH:36][cH:37][cH:38][cH:39][cH:40]1.[CH3:41][N:42]([CH3:43])[CH:44]=[O:45].[Cl:20][P:21]([Cl:22])([Cl:23])([Cl:24])[Cl:25].[Na:26].[c:27]1([SH:33])[cH:28][cH:29][cH:30][cH:31][cH:32]1>>[CH3:1][C:2]([C:3](=[N:5][c:6]1[cH:7][cH:8][cH:9][cH:10][cH:11]1)[S:33][c:27]1[cH:28][cH:29][cH:30][cH:31][cH:32]1)=[CH:12][S:13][c:14]1[cH:15][cH:16][cH:17][cH:18][cH:19]1.